Dataset: the Open Reaction Database (ORD), a public repository of structured organic reaction records. Task: describe an organic reaction: reactants, conditions, products, and yield Reactants: CC(=O)N1c2ccc(N)cc2C(C)(c2ccccc2)CC1(C)C, CCN(C(C)C)C(C)C, O=C(Cl)c1ccc(Cl)cc1, C1CCOC1. Product: CC(=O)N1c2ccc(NC(=O)c3ccc(Cl)cc3)cc2C(C)(c2ccccc2)CC1(C)C. As a reaction SMILES: [C:1]([CH3:2])(=[O:3])[N:4]1[C:5]([CH3:22])([CH3:23])[CH2:6][C:7]([CH3:15])([c:16]2[cH:17][cH:18][cH:19][cH:20][cH:21]2)[c:8]2[cH:9][c:10]([NH2:14])[cH:11][cH:12][c:13]21.[CH:34]([N:35]([CH2:36][CH3:37])[CH:38]([CH3:39])[CH3:40])([CH3:41])[CH3:42].[Cl:24][C:25](=[O:26])[c:27]1[cH:28][cH:29][c:30]([Cl:31])[cH:32][cH:33]1.[O:43]1[CH2:44][CH2:45][CH2:46][CH2:47]1>>[C:1]([CH3:2])(=[O:3])[N:4]1[C:5]([CH3:22])([CH3:23])[CH2:6][C:7]([CH3:15])([c:16]2[cH:17][cH:18][cH:19][cH:20][cH:21]2)[c:8]2[cH:9][c:10]([NH:14][C:25](=[O:26])[c:27]3[cH:28][cH:29][c:30]([Cl:31])[cH:32][cH:33]3)[cH:11][cH:12][c:13]21. Starting materials: C(=O)(OCC(Cl)(Cl)Cl)Cl (Troc—Cl), NC1=C(C(=O)O)C=C(C(=C1)OC)OC (2-amino-4,5-dimethoxybenzoic acid), N1=CC=CC=C1 (pyridine). Reaction conditions: time 8 hour. Yields the product COC1=CC(=C(C(=O)O)C=C1OC)NC(=O)OCC(Cl)(Cl)Cl (4,5-dimethoxy-2-(2′,2′,2′-trichloroethoxycarbonylamino)benzoic Acid). As a reaction SMILES: [C:1](Cl)([O:3][CH2:4][C:5]([Cl:8])([Cl:7])[Cl:6])=[O:2].[NH2:10][C:11]1[CH:19]=[C:18]([O:20][CH3:21])[C:17]([O:22][CH3:23])=[CH:16][C:12]=1[C:13]([OH:15])=[O:14].N1C=CC=CC=1>ClCCl>[CH3:21][O:20][C:18]1[C:17]([O:22][CH3:23])=[CH:16][C:12]([C:13]([OH:15])=[O:14])=[C:11]([NH:10][C:1]([O:3][CH2:4][C:5]([Cl:8])([Cl:7])[Cl:6])=[O:2])[CH:19]=1. The solvent is ClCCl (dichloromethane), ClCCl (dichloromethane). Procedure details: A solution of Troc—Cl (0.76 ml, 5.56 mmol) in dry dichloromethane (10 mL) was added dropwise to 2-amino-4,5-dimethoxybenzoic acid 102 (1 g, 5.1 mmol) and pyridine (0.82 ml, 10.1 mmol) in dry dichloromethane (20 ml) at 0° C. The reaction mixture was allowed to stir overnight at room temperature and then washed with dilute HCl (1N, 2×2 5 ml), water (2×25 ml) and brine (20 ml). The organic phase was dried over MgSO4 and evaporated to yield of crude product (1.6 g), which was used in the next step w...